Task: describe an organic reaction: reactants, conditions, products, and yield. Dataset: the Open Reaction Database (ORD), a public repository of structured organic reaction records Starting materials: C(C)(C)(C)C1=CC=C(C=C1)C=1S(C=C(C1O)C)=C=O (2-(4-tert-butylphenyl)-3-hydroxy-4-methyl-carbonylthiophene), [Si](C)(C)(C(C)(C)C)OCC1=C(C=C(C(=O)NN)C=C1)[N+](=O)[O-] (4-(tert-butyl-dimethylsilanyloxymethyl)-3-nitrobenzoic acid hydrazide), O.C1(=CC=C(C=C1)S(=O)(=O)O)C (p-toluenesulfonic acid monohydrate). The solvent is C(C)(C)O (isopropanol). Yields the product C(C)(C)(C)C1=CC=C(C=C1)C1=C(C(=CS1)C(C)=NNC(C1=CC(=C(C=C1)CO)[N+](=O)[O-])=O)O (4-hydroxymethyl-3-nitrobenzoic acid {1-[5-(4-tert-butylphenyl)-4-hydroxythiophen-3-yl]-ethylidene}hydrazide). The yield is 248.1%. As a reaction SMILES: [C:1]([C:5]1[CH:10]=[CH:9][C:8]([C:11]2[S:12](=C=O)[CH:13]=[C:14]([CH3:17])[C:15]=2[OH:16])=[CH:7][CH:6]=1)([CH3:4])([CH3:3])[CH3:2].[Si]([O:27][CH2:28][C:29]1[CH:38]=[CH:37][C:32]([C:33]([NH:35][NH2:36])=[O:34])=[CH:31][C:30]=1[N+:39]([O-:41])=[O:40])(C(C)(C)C)(C)C.O.[C:43]1(C)C=CC(S(O)(=O)=O)=CC=1>C(O)(C)C>[C:1]([C:5]1[CH:6]=[CH:7][C:8]([C:11]2[S:12][CH:13]=[C:14]([C:17](=[N:36][NH:35][C:33](=[O:34])[C:32]3[CH:37]=[CH:38][C:29]([CH2:28][OH:27])=[C:30]([N+:39]([O-:41])=[O:40])[CH:31]=3)[CH3:43])[C:15]=2[OH:16])=[CH:9][CH:10]=1)([CH3:2])([CH3:3])[CH3:4] |f:2.3|. Procedure details: A solution of 2-(4-tert-butylphenyl)-3-hydroxy-4-methyl-carbonylthiophene (27.8 mg, 0.10 mmol), 4-(tert-butyl-dimethylsilanyloxymethyl)-3-nitrobenzoic acid hydrazide (34.9 mg, 0.11 mmol) and p-toluenesulfonic acid monohydrate (5.7 mg, 0.03 mmol) in isopropanol (1.0 mL) was stirred at 95° C. for 7 hours. The precipitated solid was collected by filtration and dried by means of a vacuum pump to give the desired product as yellow solid (34.8 mg, yield 73%). The reactants are O=C(CC(=O)OCC)CC (ethyl 3-oxovalerate), BrBr (bromine). The product is BrC(C(CC(=O)OCC)=O)C (ethyl 4-bromo-3-oxovalerate). As a reaction SMILES: [O:1]=[C:2]([CH2:9][CH3:10])[CH2:3][C:4]([O:6][CH2:7][CH3:8])=[O:5].[Br:11]Br>>[Br:11][CH:9]([CH3:10])[C:2](=[O:1])[CH2:3][C:4]([O:6][CH2:7][CH3:8])=[O:5]. Procedure: reacting methyl 3-oxovalerate (commercially available) with bromine to give methyl 4-bromo-3-oxovalerate, or reacting ethyl 3-oxovalerate (commercially available) with bromine to give ethyl 4-bromo-3-oxovalerate, Reactants: COC(COC1=C(C=C(C(=C1)OC)S)C)=O ((4-Mercapto-5-methoxy-2-methyl-phenoxy)-acetic acid methyl ester), BrC1=CC(=CC=C1)OC(F)(F)F (1-bromo-3-trifluoromethoxy-benzene). Product: COC=1C(=CC(=C(OCC(=O)O)C1)C)SCC1=CC=C(C=C1)C1=CC(=CC=C1)OC(F)(F)F ([5-Methoxy-2-methyl-4-(3′-trifluoromethoxy-biphenyl-4-ylmethylsulfanyl)-phenoxy]-acetic acid). RXN SMILES: C[O:2][C:3](=[O:16])[CH2:4][O:5][C:6]1[CH:11]=[C:10]([O:12][CH3:13])[C:9]([SH:14])=[CH:8][C:7]=1[CH3:15].Br[C:18]1[CH:23]=[CH:22][CH:21]=[C:20]([O:24][C:25]([F:28])([F:27])[F:26])[CH:19]=1>>[CH3:13][O:12][C:10]1[C:9]([S:14][CH2:15][C:7]2[CH:8]=[CH:9][C:10]([C:18]3[CH:23]=[CH:22][CH:21]=[C:20]([O:24][C:25]([F:28])([F:27])[F:26])[CH:19]=3)=[CH:11][CH:6]=2)=[CH:8][C:7]([CH3:15])=[C:6]([CH:11]=1)[O:5][CH2:4][C:3]([OH:2])=[O:16]. Reported procedure: The title compound was prepared in the manner analogous to Example 5A using 1D and 1-bromo-3-trifluoromethoxy-benzene. MS m/z 493 (M+1). Reactants: C1(=CCCC1)CBr ((cyclopent-1-enyl)methylbromide), CC1=C(C(N(CO1)C(C=O)(C)C)=O)C1=CC=CC=C1 (2-(2,3-dihydro-6-methyl-4-oxo-5-phenyl-4H-1,3-oxazin-3-yl)-2-methylpropionaldehyde), C(C)(=O)OCC (ethyl acetate), Cl (hydrochloric acid). The reagents and catalysts are [Zn] (zinc). Run in O1CCCC1 (tetrahydrofuran), O1CCCC1 (tetrahydrofuran). Conditions: temperature 53 celsius, time 2 hour. Product: CC1=C(C(N(CO1)C(C(O)C1C(CCC1)=C)(C)C)=O)C1=CC=CC=C1 (2-(2,3-dihydro-6-methyl-4-oxo-5-phenyl-4H-1,3-oxazin-3-yl)-2-methyl-1-(2-methylenecyclopentyl)propan-1-ol). The yield is 79.4%. As a reaction SMILES: [C:1]1([CH2:6]Br)[CH2:5][CH2:4][CH2:3][CH:2]=1.[CH3:8][C:9]1[O:14][CH2:13][N:12]([C:15]([CH3:19])([CH3:18])[CH:16]=[O:17])[C:11](=[O:20])[C:10]=1[C:21]1[CH:26]=[CH:25][CH:24]=[CH:23][CH:22]=1.C(OCC)(=O)C.Cl>O1CCCC1.[Zn]>[CH3:8][C:9]1[O:14][CH2:13][N:12]([C:15]([CH3:18])([CH3:19])[CH:16]([CH:2]2[CH2:3][CH2:4][CH2:5][C:1]2=[CH2:6])[OH:17])[C:11](=[O:20])[C:10]=1[C:21]1[CH:26]=[CH:25][CH:24]=[CH:23][CH:22]=1. Procedure details: A solution of (cyclopent-1-enyl)methylbromide (3.8 g) in tetrahydrofuran was added to a stirred mixture of 2-(2,3-dihydro-6-methyl-4-oxo-5-phenyl-4H-1,3-oxazin-3-yl)-2-methylpropionaldehyde (3.5 g) and zinc powder(1.6 g) in tetrahydrofuran at 20° C. under an inert atmosphere. The temperature increased to 53° C. slowly and after 2 hours, ethyl acetate and hydrochloric acid (1N) were added and the organic phase washed with brine, dried (magnesium sulphate), evaporated and purified by silica gel co... The reactants are Br (hydrobromic acid), C(C)(C)(C)C1=CC=C(C=C1)\C(=C/[C@H]1CCC(N1CC1=C(C=C(C=C1)OC)OC)=O)\C1=NC(=C(C=C1)CCCCN(C)C)OC ((5R)-5-[(E)-2-(4-tert-butylphenyl)-2-{5-[4-(dimethylamino)butyl]-6-methoxypyridin-2-yl}ethenyl]-1-(2,4-dimethoxybenzyl)pyrrolidin-2-one), C([O-])(O)=O.[Na+] (sodium bicarbonate). Solvent: O1CCOCC1 (1,4-dioxane). Run at temperature 65 celsius, time 30 minute. The product is C(C)(C)(C)C1=CC=C(C=C1)/C(=C\[C@@H]1NC(CC1)=O)/C1=CC=C(C(N1)=O)CCCCN(C)C (6-{(E)-1-(4-tert-Butylphenyl)-2-[(2R)-5-oxopyrrolidin-2-yl]ethenyl}-3-[4-(dimethylamino)butyl]pyridin-2(1H)-one). RXN SMILES: Br.[C:2]([C:6]1[CH:11]=[CH:10][C:9](/[C:12](/[C:31]2[CH:36]=[CH:35][C:34]([CH2:37][CH2:38][CH2:39][CH2:40][N:41]([CH3:43])[CH3:42])=[C:33]([O:44]C)[N:32]=2)=[CH:13]\[C@@H:14]2[N:18](CC3C=CC(OC)=CC=3OC)[C:17](=[O:30])[CH2:16][CH2:15]2)=[CH:8][CH:7]=1)([CH3:5])([CH3:4])[CH3:3].C(=O)(O)[O-].[Na+]>O1CCOCC1>[C:2]([C:6]1[CH:11]=[CH:10][C:9](/[C:12](/[C:31]2[NH:32][C:33](=[O:44])[C:34]([CH2:37][CH2:38][CH2:39][CH2:40][N:41]([CH3:42])[CH3:43])=[CH:35][CH:36]=2)=[CH:13]\[C@H:14]2[CH2:15][CH2:16][C:17](=[O:30])[NH:18]2)=[CH:8][CH:7]=1)([CH3:5])([CH3:3])[CH3:4] |f:2.3|. Reported procedure: 48% hydrobromic acid (1.5 mL) was added to a solution of (5R)-5-[(E)-2-(4-tert-butylphenyl)-2-{5-[4-(dimethylamino)butyl]-6-methoxypyridin-2-yl}ethenyl]-1-(2,4-dimethoxybenzyl)pyrrolidin-2-one in 1,4-dioxane (2 mL), and the mixture was stirred at 65° C. for 30 minutes. The reaction solution was poured into saturated aqueous sodium bicarbonate, followed by extraction with ethyl acetate. The organic layer was washed with brine and dried over anhydrous magnesium sulfate, after which the solvent was... The reactants are C[C@@H](C(=O)O)CO ((2R)-2-methyl-3-hydroxypropionic acid), C(C)(=O)Cl (acetyl chloride). Solvent: N1=CC=CC=C1 (pyridine). Conditions: time 3 hour. Yields the product C[C@@H](C(=O)O)COC(C)=O ((2R)-2-methyl-3-acetyloxypropionic acid). The yield is 520.0%. RXN SMILES: [CH3:1][C@H:2]([CH2:6][OH:7])[C:3]([OH:5])=[O:4].[C:8](Cl)(=[O:10])[CH3:9]>N1C=CC=CC=1>[CH3:1][C@H:2]([CH2:6][O:7][C:8](=[O:10])[CH3:9])[C:3]([OH:5])=[O:4]. Procedure: To a solution of (2R)-2-methyl-3-hydroxypropionic acid (10.0 g, 100 mmol) in pyridine (30 mL) as added acetyl chloride(11.8 g, 15.0 mmol) at 0° C., and the reaction mixture was warmed to rt. After being stirried for 3 h, the reaction mixture was quenched with 1N HCl (30 mL), and the pH of the solution was adjusted to 3-4. The organic material was extracted with EtOAc, and the extracts were washed with 1N HCl at 4-5 times, dried over MgSO4, filtered, and concentrated to give the title compound (1... The reactants are CC=1C=C(CCl)C=CC1 (3-methylbenzyl chloride), C(C=C)(=O)OCC (ethyl acrylate), 2,2'-azobisisobutyronitrile(AIBN), C(CCC)[SnH](CCCC)CCCC (tri-n-butyltin hydride). The solvent is C1(=CC=CC=C1)C (toluene), C1(=CC=CC=C1)C (toluene). Reaction conditions: temperature 110 celsius. Yields the product C(C)OC(CCCC1=CC(=CC=C1)C)=O (ethyl-4-(3-methylphenyl)butanoate). RXN SMILES: [CH3:1][C:2]1[CH:3]=[C:4]([CH:7]=[CH:8][CH:9]=1)[CH2:5]Cl.[C:10]([O:14][CH2:15][CH3:16])(=[O:13])[CH:11]=[CH2:12].C([SnH](CCCC)CCCC)CCC>C1(C)C=CC=CC=1>[CH2:15]([O:14][C:10](=[O:13])[CH2:11][CH2:12][CH2:5][C:4]1[CH:7]=[CH:8][CH:9]=[C:2]([CH3:1])[CH:3]=1)[CH3:16]. Procedure: A mixture of 14.0 g of 3-methylbenzyl chloride and 50.0 g of ethyl acrylate dissolved in 300 ml of dry toluene was heated to 110° C. Separatively, 3.0 g of 2,2'-azobisisobutyronitrile(AIBN) and 32.0 g of tri-n-butyltin hydride were dissolved in 200 ml of dry toluene, which was added to the above mixture over a period of 2 hours. This reaction mixture was further heated at the boiling temperature for 2 hours and then cooled to the ambient temperature. The residues obtained after removing the solv...